From a dataset of the Open Reaction Database (ORD), a public repository of structured organic reaction records. describe an organic reaction: reactants, conditions, products, and yield Starting materials: O=C=Nc1ccc2c(c1)OCO2, CN(C)C=O, O, OCCCN1CCC(c2n[nH]c3cc(F)ccc23)CC1. The product is O=C(Nc1ccc2c(c1)OCO2)OCCCN1CCC(c2n[nH]c3cc(F)ccc23)CC1. Reaction SMILES: [CH2:21]1[O:22][c:23]2[cH:24][c:25]([N:30]=[C:31]=[O:32])[cH:26][cH:27][c:28]2[O:29]1.[O:34]=[CH:35][N:36]([CH3:37])[CH3:38].[OH2:33].[OH:1][CH2:2][CH2:3][CH2:4][N:5]1[CH2:6][CH2:7][CH:8]([c:11]2[n:12][nH:13][c:14]3[cH:15][c:16]([F:20])[cH:17][cH:18][c:19]23)[CH2:9][CH2:10]1>>[O:1]([CH2:2][CH2:3][CH2:4][N:5]1[CH2:6][CH2:7][CH:8]([c:11]2[n:12][nH:13][c:14]3[cH:15][c:16]([F:20])[cH:17][cH:18][c:19]23)[CH2:9][CH2:10]1)[C:31]([NH:30][c:25]1[cH:24][c:23]2[c:28]([cH:27][cH:26]1)[O:29][CH2:21][O:22]2)=[O:32]. Reactants: FC(F)CC(F)(C(F)(F)F)C(F)(F)F, FC(F)CC(C(F)(F)F)C(F)(F)F. The product is FC=CC(C(F)(F)F)C(F)(F)F. As a reaction SMILES: [F:14][C:15]([F:16])([F:17])[C:18]([F:19])([CH2:20][CH:21]([F:22])[F:23])[C:24]([F:25])([F:26])[F:27].[F:1][C:2]([CH:3]([C:4]([F:5])([F:6])[F:7])[CH2:8][CH:9]([F:10])[F:11])([F:12])[F:13]>>[F:1][C:2]([CH:3]([C:4]([F:5])([F:6])[F:7])[CH:8]=[CH:9][F:10])([F:12])[F:13]. Reactants: C1(CCCCC1)OC1=CC=C(C=C1)CC(=O)O ((4-cyclohexyloxy-phenyl)-acetic acid), C(C(=O)Cl)(=O)Cl (oxalyl chloride), Cl.CNOC (N,O-dimethylhydroxylamine hydrochloride), CN1CCOCC1 (N-methylmorpholine), acid chloride. The solvent is C(Cl)Cl (DCM), C(Cl)Cl (DCM), C(Cl)Cl (DCM). Run at time 12 hour. The product is C1(CCCCC1)OC1=CC=C(C=C1)CC(=O)N(C)OC (2-(4-cyclohexyloxy-phenyl)-N-methoxy-N-methyl-acetamide). RXN SMILES: [CH:1]1([O:7][C:8]2[CH:13]=[CH:12][C:11]([CH2:14][C:15]([OH:17])=O)=[CH:10][CH:9]=2)[CH2:6][CH2:5][CH2:4][CH2:3][CH2:2]1.C(Cl)(=O)C(Cl)=O.Cl.[CH3:25][NH:26][O:27][CH3:28].CN1CCOCC1>C(Cl)Cl>[CH:1]1([O:7][C:8]2[CH:9]=[CH:10][C:11]([CH2:14][C:15]([N:26]([O:27][CH3:28])[CH3:25])=[O:17])=[CH:12][CH:13]=2)[CH2:2][CH2:3][CH2:4][CH2:5][CH2:6]1 |f:2.3|. Procedure: To a stirred solution of (4-cyclohexyloxy-phenyl)-acetic acid (181 mmol, 42.4 g) in anhydrous DCM (200 mL) at 0° C. was added oxalyl chloride (362 mmol, 36.6 mL) and continued stirring for 12 h during which time the reaction mixture slowly attained room temperature. The reaction mixture was concentrated in vacuo to remove volatile impurities and dried under high vacuum. To a stirred solution of N,O-dimethylhydroxylamine hydrochloride (226 mmol, 22.1 g) and N-methylmorpholine (407 mmol, 44.8 mL) ... The reactants are C(C1=CC=CC=C1)ON1C(C2=CC=CC=3C2=C(C1=O)C=C(C3N3CCCCC3)Br)=O (2-benzyloxy-5-bromo-6-(piperidin-1-yl)-benzo[de]isoquinoline-1,3-dione), C(C)OCC (Ethyl ether), solution, FC(C(=O)[O-])(F)F.FC(C(=O)[O-])(F)F.FC(C(=O)[O-])(F)F.[B+3] (boron tris(trifluoroacetate)). The solvent is C(=O)(C(F)(F)F)O (TFA), C(=O)(C(F)(F)F)O (TFA). Conditions: temperature 0 celsius, time 2 hour. Yields the product BrC=1C(=C2C3=C(C(N(C(C3=CC=C2)=O)O)=O)C1)N1CCCCC1 (5-Bromo-2-hydroxy-6-(piperidine-1-yl)-benzo[de]isoquinoline-1,3-dione). Isolated yield 27.6%. As a reaction SMILES: C([O:8][N:9]1[C:18](=[O:19])[C:17]2[CH:20]=[C:21]([Br:29])[C:22]([N:23]3[CH2:28][CH2:27][CH2:26][CH2:25][CH2:24]3)=[C:15]3[C:16]=2[C:11](=[CH:12][CH:13]=[CH:14]3)[C:10]1=[O:30])C1C=CC=CC=1.FC(F)(F)C([O-])=O.FC(F)(F)C([O-])=O.FC(F)(F)C([O-])=O.[B+3].C(OCC)C>C(O)(C(F)(F)F)=O>[Br:29][C:21]1[C:22]([N:23]2[CH2:28][CH2:27][CH2:26][CH2:25][CH2:24]2)=[C:15]2[CH:14]=[CH:13][CH:12]=[C:11]3[C:16]2=[C:17]([CH:20]=1)[C:18](=[O:19])[N:9]([OH:8])[C:10]3=[O:30] |f:1.2.3.4|. Reported procedure: To a solution of 2-benzyloxy-5-bromo-6-(piperidin-1-yl)-benzo[de]isoquinoline-1,3-dione (0.27 g, 0.58 mmol, from Example T1-A) in TFA (5 mL) at 0° C. was added a 1.0 M solution of boron tris(trifluoroacetate) in TFA (3 mL). The reaction was stirred at 0° C. for 2 hours. Ethyl ether was added forming a precipitate which was collected by filtration. The solid was taken up in chloroform, the organic layer washed with water, dried, filtered, and evaporated under reduced pressure to give 0.060 g of t... Starting materials: FC1=C(C(=O)N(C)OC)C(=CC=C1)O (2-fluoro-6-hydroxy-N-methoxy-N-methylbenzamide), COC1=CC=C(CCl)C=C1 (4-methoxy benzylchloride), C([O-])([O-])=O.[K+].[K+] (potassium carbonate), [I-].[K+] (potassium iodide). The solvent is CC(=O)C (acetone). Product: FC1=C(C(=O)N(C)OC)C(=CC=C1)OCC1=CC=C(C=C1)OC (2-fluoro-N-methoxy-6-[(4-methoxybenzyl)oxy]-N-methylbenzamide). Reaction SMILES: [F:1][C:2]1[CH:13]=[CH:12][CH:11]=[C:10]([OH:14])[C:3]=1[C:4]([N:6]([O:8][CH3:9])[CH3:7])=[O:5].[CH3:15][O:16][C:17]1[CH:24]=[CH:23][C:20]([CH2:21]Cl)=[CH:19][CH:18]=1.C(=O)([O-])[O-].[K+].[K+].[I-].[K+]>CC(C)=O>[F:1][C:2]1[CH:13]=[CH:12][CH:11]=[C:10]([O:14][CH2:21][C:20]2[CH:23]=[CH:24][C:17]([O:16][CH3:15])=[CH:18][CH:19]=2)[C:3]=1[C:4]([N:6]([O:8][CH3:9])[CH3:7])=[O:5] |f:2.3.4,5.6|. Reported procedure: To a stirred solution of 2-fluoro-6-hydroxy-N-methoxy-N-methylbenzamide (4.320 g, 21.689 mmol) in acetone (50 mL) were added 4-methoxy benzylchloride (3.74 g, 23.858 mmol), potassium carbonate (4.50 g, 32.534 mmol), and potassium iodide (360 mg, 2.169 mmol). The mixture was stirred at reflux for 15 hrs. After cooled to room temperature, the reaction mixture was filtered, and the filtrate was concentrated under reduced pressure. The residue was extracted with ethyl acetate and water. The separate... The reactants are CC(C)(C)O, CC(C)(C)[O-], OCCC(O)c1cccnc1Cl, [K+]. The product is OC1CCOc2ncccc21. As a reaction SMILES: [CH3:19][C:20]([OH:21])([CH3:22])[CH3:23].[CH3:1][C:2]([CH3:3])([O-:4])[CH3:5].[Cl:7][c:8]1[n:9][cH:10][cH:11][cH:12][c:13]1[CH:14]([CH2:15][CH2:16][OH:17])[OH:18].[K+:6]>>[c:8]12[n:9][cH:10][cH:11][cH:12][c:13]1[CH:14]([OH:18])[CH2:15][CH2:16][O:17]2. Reactants: C(C)(C)(C)C=1C=C2C=NN(C(C2=C(C1)F)=O)C1=C(C=O)C(=CC=C1)Cl (2-(6-tert-Butyl-8-fluoro-1-oxophthalazin-2(1H)-yl)-6-chlorobenzaldehyde), [BH4-].[Na+] (NaBH4). The solvent is C(Cl)Cl (DCM). Yields the product C(C)(C)(C)C=1C=C2C=NN(C(C2=C(C1)F)=O)C1=C(C(=CC=C1)Cl)CO (6-tert-Butyl-2-(3-chloro-2-(hydroxymethyl)phenyl)-8-fluorophthalazin-1(2H)-one). Isolated yield 76.2%. As a reaction SMILES: [C:1]([C:5]1[CH:6]=[C:7]2[C:12](=[C:13]([F:15])[CH:14]=1)[C:11](=[O:16])[N:10]([C:17]1[CH:24]=[CH:23][CH:22]=[C:21]([Cl:25])[C:18]=1[CH:19]=[O:20])[N:9]=[CH:8]2)([CH3:4])([CH3:3])[CH3:2].[BH4-].[Na+]>C(Cl)Cl>[C:1]([C:5]1[CH:6]=[C:7]2[C:12](=[C:13]([F:15])[CH:14]=1)[C:11](=[O:16])[N:10]([C:17]1[CH:24]=[CH:23][CH:22]=[C:21]([Cl:25])[C:18]=1[CH2:19][OH:20])[N:9]=[CH:8]2)([CH3:4])([CH3:2])[CH3:3] |f:1.2|. Procedure details: 2-(6-tert-Butyl-8-fluoro-1-oxo-1H-phthalazin-2-yl)-6-chloro-benzaldehyde 101i (519 mg, 1.4 mmol) was dissolved in DCM (2 mL) with stirring at room temperature, and then 1 mL of iPA was added to the solution. The resulting solution was cooled to 4° C., and NaBH4 (27 mg, 0.7 mmol) was added in one portion. After 30 min stirring, the reaction was quenched by adding H2O (2 mL). The aqueous layer was extracted with CH2Cl2 (2×5 mL), washed with brine and dried over MgSO4. The filtrate was concentrated... Starting materials: C1(=C(C(=C(C(=C1F)F)F)N)F)N.Cl.Cl (dihydrochloride), Cl (hydrogen chloride), CC1(OC2=C(C(=CC(=C2)C(C)C(CCCCC)C)O)C2=C1CCN(C2)CC#C)C (5,5-dimethyl-10-hydroxy-8-(3-methyl-2-octyl)-2-(2-propynyl)-1,2,3,4-tetrahydro-5H-[1]benzopyrano[3,4-d]pyridine), C(=O)(NC1CCCCC1)NC1CCCCC1 (dicyclohexylurea), Cl.O1CCN(CC1)CCCC(=O)O (γ-morpholinobutyric acid hydrochloride), C1(CCCCC1)N=C=NC1CCCCC1 (dicyclohexylcarbodiimide). The solvent is CCOCC (ether), CO.C(Cl)(Cl)Cl (MeOH CHCl3), C(Cl)Cl (methylene chloride). Conditions: time 16 hour. Product: Cl.Cl.CC1(OC2=C(C(=CC(=C2)C(C)C(CCCCC)C)OC(CCCN2CCOCC2)=O)C2=C1CCN(C2)CC#C)C (5,5-Dimethyl-10- [4-(morpholino)butyryloxy]-8-(3-methyl-2-octyl)-2-(2-propynyl)-1,2,3,4-tetrahydro-5H-[1]benzopyrano[3,4-d] pyridine dihydrochloride). As a reaction SMILES: [CH3:1][C:2]1([CH3:29])[C:21]2[CH2:22][CH2:23][N:24]([CH2:26][C:27]#[CH:28])[CH2:25][C:20]=2[C:5]2[C:6]([OH:19])=[CH:7][C:8]([CH:10]([CH:12]([CH3:18])[CH2:13][CH2:14][CH2:15][CH2:16][CH3:17])[CH3:11])=[CH:9][C:4]=2[O:3]1.[ClH:30].[O:31]1[CH2:36][CH2:35][N:34]([CH2:37][CH2:38][CH2:39][C:40](O)=[O:41])[CH2:33][CH2:32]1.C1(N=C=NC2CCCCC2)CCCCC1.C(NC1CCCCC1)(NC1CCCCC1)=O.C1(N)C(F)=C(F)C(F)=C(N)C=1F.Cl.Cl.Cl>CO.C(Cl)(Cl)Cl.CCOCC.C(Cl)Cl>[ClH:30].[ClH:30].[CH3:29][C:2]1([CH3:1])[C:21]2[CH2:22][CH2:23][N:24]([CH2:26][C:27]#[CH:28])[CH2:25][C:20]=2[C:5]2[C:6]([O:19][C:40](=[O:41])[CH2:39][CH2:38][CH2:37][N:34]3[CH2:33][CH2:32][O:31][CH2:36][CH2:35]3)=[CH:7][C:8]([CH:10]([CH:12]([CH3:18])[CH2:13][CH2:14][CH2:15][CH2:16][CH3:17])[CH3:11])=[CH:9][C:4]=2[O:3]1 |f:1.2,5.6.7,9.10,13.14.15|. Reported procedure: 4.0 g. (10.1 mm.) of 5,5-dimethyl-10-hydroxy-8-(3-methyl-2-octyl)-2-(2-propynyl)-1,2,3,4-tetrahydro-5H-[1]benzopyrano[3,4-d]pyridine, 2.10 g. (10.1 mm.) of γ-morpholinobutyric acid hydrochloride and 2.18 g. (10.6 mm.) of dicyclohexylcarbodiimide were added to 200 ml. of methylene chloride. The reaction mixture was stirred at room temperature for 16 hours and after cooling the by-product of dicyclohexylurea was removed by suction filtration. The mother liquor was evaporated to give a residue whic... Starting materials: COC(=O)c1cc(Cl)ccc1NC(=O)COCC(=O)O, Nc1cccc(Cc2ccco2)c1. The product is COC(=O)c1cc(Cl)ccc1NC(=O)COCC(=O)Nc1cccc(Cc2ccco2)c1. RXN SMILES: [Cl:14][c:15]1[cH:16][c:17]([C:30](=[O:31])[O:32][CH3:33])[c:18]([NH:21][C:22]([CH2:23][O:24][CH2:25][C:26](=[O:27])[OH:28])=[O:29])[cH:19][cH:20]1.[o:1]1[c:2]([CH2:6][c:7]2[cH:8][c:9]([NH2:10])[cH:11][cH:12][cH:13]2)[cH:3][cH:4][cH:5]1>>[o:1]1[c:2]([CH2:6][c:7]2[cH:8][c:9]([NH:10][C:26]([CH2:25][O:24][CH2:23][C:22]([NH:21][c:18]3[c:17]([C:30](=[O:31])[O:32][CH3:33])[cH:16][c:15]([Cl:14])[cH:20][cH:19]3)=[O:29])=[O:27])[cH:11][cH:12][cH:13]2)[cH:3][cH:4][cH:5]1.